This data is from the Open Reaction Database (ORD), a public repository of structured organic reaction records. The task is: describe an organic reaction: reactants, conditions, products, and yield Reactants: Brc1ccccc1I, CCCC[Sn](CCCC)(CCCC)c1cnccn1, CCOCC, [Cu]I, C1CCOC1. Product: Ic1ccccc1-c1cnccn1. RXN SMILES: [Br:1][c:2]1[c:3]([I:8])[cH:4][cH:5][cH:6][cH:7]1.[CH2:9]([Sn:10]([CH2:11][CH2:12][CH2:13][CH3:20])([c:14]1[n:15][cH:16][cH:17][n:18][cH:19]1)[CH2:21][CH2:22][CH2:23][CH3:24])[CH2:25][CH2:26][CH3:27].[CH3:28][CH2:29][O:30][CH2:31][CH3:32].[Cu:38][I:39].[O:33]1[CH2:34][CH2:35][CH2:36][CH2:37]1>>[c:2]1(-[c:14]2[n:15][cH:16][cH:17][n:18][cH:19]2)[c:3]([I:8])[cH:4][cH:5][cH:6][cH:7]1. Starting materials: COC(C)=O, COC(=O)C(C)F, [H-], [Na+]. The product is COC(=O)CC(=O)C(C)F. Reaction SMILES: [C:10]([CH3:11])(=[O:12])[O:13][CH3:14].[F:3][CH:4]([C:5](=[O:6])[O:7][CH3:8])[CH3:9].[H-:1].[Na+:2]>>[F:3][CH:4]([C:5](=[O:6])[CH2:11][C:10](=[O:12])[O:13][CH3:14])[CH3:9]. Reactants: FC(C(=O)O)(F)F (Trifluoroacetic acid), COC([C@H]1N(C[C@H](C1)O)C(=O)OC(C)(C)C)=O (N-tert-Butoxycarbonyl-cis-4-Hydroxy-L-Proline Methyl Ester). Solvent: ClCCl (dichloromethane). Run at temperature 0 celsius, time 3 hour. Yields the product FC(C(=O)O)(F)F.C(C)(C)(C)OC(=O)N1[C@H](C(=O)O)C[C@@H](C1)O (N-tert-butoxycarbonyl-cis-4-hydroxy-L-proline trifluoroacetate). As a reaction SMILES: [F:1][C:2]([F:7])([F:6])[C:3]([OH:5])=[O:4].C[O:9][C:10](=[O:24])[C@@H:11]1[CH2:15][C@H:14]([OH:16])[CH2:13][N:12]1[C:17]([O:19][C:20]([CH3:23])([CH3:22])[CH3:21])=[O:18]>ClCCl>[F:1][C:2]([F:7])([F:6])[C:3]([OH:5])=[O:4].[C:20]([O:19][C:17]([N:12]1[CH2:13][C@@H:14]([OH:16])[CH2:15][C@H:11]1[C:10]([OH:24])=[O:9])=[O:18])([CH3:23])([CH3:21])[CH3:22] |f:3.4|. Procedure details: Trifluoroacetic acid (10 mL) was added to a solution of N-tert-butoxycarbonyl-cis-4-hydroxy-L-proline methyl ester (Compound D101 (J), 1.10 g) in dichloromethane (10 mL) at 0° C. After stirring at 0° C. for 10 min and at room temperature for 3 hr, the mixture was evaporated in vacuo to give a crude N-tert-butoxycarbonyl-cis-4-hydroxy-L-proline trifluoroacetate. The crude N-tert-butoxycarbonyl-cis-4-hydroxy-L-proline trifluoroacetate was dissolved in dichloromethane (20 mL), and N-tert-butoxycarb... Reactants: [N+](=O)([O-])C=1C=C(C=O)C=CC1 (m-nitrobenzaldehyde), C(CC(=O)O)(=O)O (malonic acid), ice water. The solvent is N1=CC=CC=C1 (pyridine). The product is [N+](=O)([O-])C=1C=C(C=CC(=O)O)C=CC1 (m-nitrocinnamic acid). The yield is 93.3%. Reaction SMILES: [N+:1]([C:4]1[CH:5]=[C:6]([CH:9]=[CH:10][CH:11]=1)[CH:7]=O)([O-:3])=[O:2].C(O)(=O)[CH2:13][C:14]([OH:16])=[O:15]>N1C=CC=CC=1>[N+:1]([C:4]1[CH:5]=[C:6]([CH:9]=[CH:10][CH:11]=1)[CH:7]=[CH:13][C:14]([OH:16])=[O:15])([O-:3])=[O:2]. Reported procedure: A mixture of 151 g of m-nitrobenzaldehyde, 200 g of pyridine, and 120 g of malonic acid was heated for 3 hours with stirring. The mixture was poured into ice water. The resulting crystalline deposit was collected by filtration, washed with water, and dried, yielding 180 g of m-nitrocinnamic acid having a melting point of 156° C. Procedure: Using the procedure described in Example 3, 4-(3-benzyloxyphenyl)-4-hydroxy-2,2-dimethyltetrahydropyran (1.14 g) was reacted with methyl iodide (0.25 ml) to give 4-(3-benzyloxyphenyl)-4-methoxy-2,2-dimethyltetrahydropyran (1.06 g, 89%), as an oil. Reaction SMILES: [CH2:1]([O:8][C:9]1[CH:10]=[C:11]([C:15]2([OH:23])[CH2:20][CH2:19][O:18][C:17]([CH3:22])([CH3:21])[CH2:16]2)[CH:12]=[CH:13][CH:14]=1)[C:2]1[CH:7]=[CH:6][CH:5]=[CH:4][CH:3]=1.[CH3:24]I>>[CH2:1]([O:8][C:9]1[CH:10]=[C:11]([C:15]2([O:23][CH3:24])[CH2:20][CH2:19][O:18][C:17]([CH3:21])([CH3:22])[CH2:16]2)[CH:12]=[CH:13][CH:14]=1)[C:2]1[CH:3]=[CH:4][CH:5]=[CH:6][CH:7]=1. Reactants: C(C1=CC=CC=C1)OC=1C=C(C=CC1)C1(CC(OCC1)(C)C)O (4-(3-benzyloxyphenyl)-4-hydroxy-2,2-dimethyltetrahydropyran), CI (methyl iodide). Yields the product C(C1=CC=CC=C1)OC=1C=C(C=CC1)C1(CC(OCC1)(C)C)OC (4-(3-benzyloxyphenyl)-4-methoxy-2,2-dimethyltetrahydropyran). Yield: 89.0%. The reactants are FC(C(F)(F)F)(CCCCCCO)F (6-(pentafluoroethyl)hexan-1-ol), [H-].[Na+] (sodium hydride), BrCC(=O)OCC (Ethyl bromoacetate). The solvent is O1CCCC1 (tetrahydrofuran). Conditions: temperature 20 celsius. Yields the product FC(CCCCCCOCC(=O)O)(C(F)(F)F)F ([(7,7,8,8,8-Pentafluorooctyl)oxy]acetic acid). Isolated yield 39.6%. RXN SMILES: [F:1][C:2]([F:14])([CH2:7][CH2:8][CH2:9][CH2:10][CH2:11][CH2:12][OH:13])[C:3]([F:6])([F:5])[F:4].[H-].[Na+].Br[CH2:18][C:19]([O:21]CC)=[O:20]>O1CCCC1>[F:1][C:2]([F:14])([C:3]([F:5])([F:4])[F:6])[CH2:7][CH2:8][CH2:9][CH2:10][CH2:11][CH2:12][O:13][CH2:18][C:19]([OH:21])=[O:20] |f:1.2|. Procedure: To a stirred solution of 6-(pentafluoroethyl)hexan-1-ol (500 mg) in tetrahydrofuran (10 ml) was added sodium hydride (60% dispersion in mineral oil; 118 mg) and the reaction was stirred at 20° C. for 30 mlnutes. Ethyl bromoacetate (379 mg) was added and the reaction was stirred for a further 3 hours. The reaction was quenched by the addition of ethanol (3 ml) followed by stirring for 30 mlnutes, then 2M sodium hydroxide (3 ml) was added and the reaction was stirred for a further 2 hours. The rea... Reactants: O=C([O-])c1nnnn1Cc1ccccc1, Cc1ccccc1, O=C(Cl)C(=O)Cl, [K+], c1ccncc1. Yields the product O=C(Cl)c1nnnn1Cc1ccccc1. As a reaction SMILES: [CH2:1]([c:2]1[cH:3][cH:4][cH:5][cH:6][cH:7]1)[n:8]1[n:9][n:10][n:11][c:12]1[C:13](=[O:14])[O-:15].[CH3:29][c:30]1[cH:31][cH:32][cH:33][cH:34][cH:35]1.[Cl:23][C:24]([C:25]([Cl:26])=[O:27])=[O:28].[K+:16].[cH:17]1[cH:18][cH:19][n:20][cH:21][cH:22]1>>[CH2:1]([c:2]1[cH:3][cH:4][cH:5][cH:6][cH:7]1)[n:8]1[n:9][n:10][n:11][c:12]1[C:13](=[O:15])[Cl:23]. Starting materials: C1CCOC1, CO, [K+], [OH-], COC(=O)c1cc(-c2cnc3cccnn23)c(C)s1. As a reaction SMILES: [CH2:20]1[O:21][CH2:22][CH2:23][CH2:24]1.[CH3:27][OH:28].[K+:26].[OH-:25].[n:1]1[cH:2][c:3](-[c:10]2[cH:11][c:12]([C:16](=[O:17])[O:18][CH3:19])[s:13][c:14]2[CH3:15])[n:4]2[n:5][cH:6][cH:7][cH:8][c:9]12>>[n:1]1[cH:2][c:3](-[c:10]2[cH:11][c:12]([C:16](=[O:17])[OH:18])[s:13][c:14]2[CH3:15])[n:4]2[n:5][cH:6][cH:7][cH:8][c:9]12. Product: Cc1sc(C(=O)O)cc1-c1cnc2cccnn12. The reactants are CCO, CC[O-], CCOC=O, CC(C)OC(C)C, CC1CCC(N2CCN(c3ccc(-c4nnc(-c5ccc(I)cc5)s4)cc3)CC2)CC1, [Na+], CN(C)C=O, Cl[Pd]Cl, c1ccc(P(c2ccccc2)c2ccccc2)cc1, c1ccc(P(c2ccccc2)c2ccccc2)cc1. The product is CCOC(=O)c1ccc(-c2nnc(-c3ccc(N4CCN(C5CCC(C)CC5)CC4)cc3)s2)cc1. As a reaction SMILES: [CH2:37]([OH:38])[CH3:39].[CH3:40][CH2:41][O-:42].[CH:32](=[O:33])[O:34][CH2:35][CH3:36].[CH:44]([O:45][CH:46]([CH3:47])[CH3:48])([CH3:49])[CH3:50].[I:1][c:2]1[cH:3][cH:4][c:5](-[c:8]2[n:9][n:10][c:11](-[c:13]3[cH:14][cH:15][c:16]([N:19]4[CH2:20][CH2:21][N:22]([CH:25]5[CH2:26][CH2:27][CH:28]([CH3:31])[CH2:29][CH2:30]5)[CH2:23][CH2:24]4)[cH:17][cH:18]3)[s:12]2)[cH:6][cH:7]1.[Na+:43].[O:51]=[CH:52][N:53]([CH3:54])[CH3:55].[Pd:56]([Cl:57])[Cl:58].[c:59]1([P:60]([c:61]2[cH:62][cH:63][cH:64][cH:65][cH:66]2)[c:67]2[cH:68][cH:69][cH:70][cH:71][cH:72]2)[cH:73][cH:74][cH:75][cH:76][cH:77]1.[c:78]1([P:79]([c:80]2[cH:81][cH:82][cH:83][cH:84][cH:85]2)[c:86]2[cH:87][cH:88][cH:89][cH:90][cH:91]2)[cH:92][cH:93][cH:94][cH:95][cH:96]1>>[c:2]1([C:32](=[O:33])[O:34][CH2:35][CH3:36])[cH:3][cH:4][c:5](-[c:8]2[n:9][n:10][c:11](-[c:13]3[cH:14][cH:15][c:16]([N:19]4[CH2:20][CH2:21][N:22]([CH:25]5[CH2:26][CH2:27][CH:28]([CH3:31])[CH2:29][CH2:30]5)[CH2:23][CH2:24]4)[cH:17][cH:18]3)[s:12]2)[cH:6][cH:7]1.